From a dataset of the Open Reaction Database (ORD), a public repository of structured organic reaction records. describe an organic reaction: reactants, conditions, products, and yield Starting materials: CS(=O)(=O)Cl, CCN(C(C)C)C(C)C, ClCCl, CC(O)c1cnc(F)cc1I, [Na+], [Na+], O=C([O-])[O-]. Product: CC(OS(C)(=O)=O)c1cnc(F)cc1I. Reaction SMILES: [CH3:1][S:2]([Cl:3])(=[O:4])=[O:5].[CH:17]([N:18]([CH:19]([CH3:20])[CH3:21])[CH2:22][CH3:23])([CH3:24])[CH3:25].[Cl:26][CH2:27][Cl:28].[F:6][c:7]1[cH:8][c:9]([I:16])[c:10]([CH:13]([CH3:14])[OH:15])[cH:11][n:12]1.[Na+:29].[Na+:30].[O-:31][C:32](=[O:33])[O-:34]>>[CH3:1][S:2](=[O:4])(=[O:5])[O:15][CH:13]([c:10]1[c:9]([I:16])[cH:8][c:7]([F:6])[n:12][cH:11]1)[CH3:14]. Reactants: C(C)OCC=1N(C2=C(C=NC=3C=CC=CC23)N1)CC1(CCN(CC1)C(=O)OC(C)(C)C)O (tert-butyl 4-{[2-(ethoxymethyl)-1H-imidazo[4,5-c]quinolin-1-yl]methyl}-4-hydroxypiperidine-1-carboxylate), Cl (HCl). Run in C(C)O (ethanol), C(C)O (ethanol). Yields the product C(C)OCC=1N(C2=C(C=NC=3C=CC=CC23)N1)CC1(CCNCC1)O (4-{[2-(ethoxymethyl)-1H-imidazo[4,5-c]quinolin-1-yl]methyl}piperidin-4-ol). The yield is 60.6%. As a reaction SMILES: [CH2:1]([O:3][CH2:4][C:5]1[N:6]([CH2:18][C:19]2([OH:32])[CH2:24][CH2:23][N:22](C(OC(C)(C)C)=O)[CH2:21][CH2:20]2)[C:7]2[C:16]3[CH:15]=[CH:14][CH:13]=[CH:12][C:11]=3[N:10]=[CH:9][C:8]=2[N:17]=1)[CH3:2].Cl>C(O)C>[CH2:1]([O:3][CH2:4][C:5]1[N:6]([CH2:18][C:19]2([OH:32])[CH2:24][CH2:23][NH:22][CH2:21][CH2:20]2)[C:7]2[C:16]3[CH:15]=[CH:14][CH:13]=[CH:12][C:11]=3[N:10]=[CH:9][C:8]=2[N:17]=1)[CH3:2]. Procedure details: To a solution of tert-butyl 4-{[2-(ethoxymethyl)-1H-imidazo[4,5-c]quinolin-1-yl]methyl}-4-hydroxypiperidine-1-carboxylate (prepared as described in Part E of Example 4, 14.94 g, 33.91 mmol) in ethanol (170 mL) was added a solution of HCl in ethanol (2.7 M, 31 mL, 84.7 mmol). The solution was heated at reflux for 1 h, during which time a precipitate formed. The mixture was allowed to cool to rt and the volatiles were removed under reduced pressure. To the residue was added water (400 mL) followed... Starting materials: CCO, CC(C)(C)C(=O)Nc1cccc(COCC2CC2)n1, [Na+], [OH-]. The product is Nc1cccc(COCC2CC2)n1. RXN SMILES: [CH3:22][CH2:23][OH:24].[CH:1]1([CH2:4][O:5][CH2:6][c:7]2[cH:8][cH:9][cH:10][c:11]([NH:13][C:14](=[O:15])[C:16]([CH3:17])([CH3:18])[CH3:19])[n:12]2)[CH2:2][CH2:3]1.[Na+:21].[OH-:20]>>[CH:1]1([CH2:4][O:5][CH2:6][c:7]2[cH:8][cH:9][cH:10][c:11]([NH2:13])[n:12]2)[CH2:2][CH2:3]1.